From a dataset of the Open Reaction Database (ORD), a public repository of structured organic reaction records. describe an organic reaction: reactants, conditions, products, and yield Reactants: CCOC(=O)C=Cc1c[nH]c2cc(C#N)c(F)cc12, CO. Product: CCOC(=O)CCc1c[nH]c2cc(C#N)c(F)cc12. Reaction SMILES: [C:1](#[N:2])[c:3]1[c:4]([F:19])[cH:5][c:6]2[c:7]([CH:12]=[CH:13][C:14](=[O:15])[O:16][CH2:17][CH3:18])[cH:8][nH:9][c:10]2[cH:11]1.[CH3:20][OH:21]>>[C:1](#[N:2])[c:3]1[c:4]([F:19])[cH:5][c:6]2[c:7]([CH2:12][CH2:13][C:14](=[O:15])[O:16][CH2:17][CH3:18])[cH:8][nH:9][c:10]2[cH:11]1. The reactants are CC(C)=O, Cn1nc(-c2cc(C=O)c(Cl)cc2F)c(Cl)c1C(F)(F)F, O. Yields the product Cn1nc(-c2cc(C(=O)O)c(Cl)cc2F)c(Cl)c1C(F)(F)F. Reaction SMILES: [CH3:23][C:24](=[O:25])[CH3:26].[Cl:1][c:2]1[c:3]([CH:4]=[O:5])[cH:6][c:7](-[c:11]2[n:12][n:13]([CH3:21])[c:14]([C:17]([F:18])([F:19])[F:20])[c:15]2[Cl:16])[c:8]([F:10])[cH:9]1.[OH2:22]>>[Cl:1][c:2]1[c:3]([C:4](=[O:5])[OH:22])[cH:6][c:7](-[c:11]2[n:12][n:13]([CH3:21])[c:14]([C:17]([F:18])([F:19])[F:20])[c:15]2[Cl:16])[c:8]([F:10])[cH:9]1.